This data is from the Open Reaction Database (ORD), a public repository of structured organic reaction records. The task is: describe an organic reaction: reactants, conditions, products, and yield Starting materials: C1(CCCC1)C1=C(C(=C2C(CC(OC2=C1)(C)C)=O)OC)C=O (7-Cyclopentyl-5-methoxy-2,2-dimethyl-4-oxochroman-6-carbaldehyde), C([O-])(O)=O.[Na+] (sodium bicarbonate), solution, Br[Mg]C1=CC=C(C=C1)C(F)(F)F (bromo[4-(trifluoro-methyl)phenyl]magnesium). Solvent: O1CCCC1 (tetrahydrofuran), O1CCCC1 (tetrahydrofuran). Run at temperature -78 celsius, time 30 minute. The product is C1(CCCC1)C1=C(C(=C2C(CC(OC2=C1)(C)C)=O)OC)C(C1=CC=C(C=C1)C(F)(F)F)O (7-Cyclopentyl-6-{hydroxy[4-(trifluoromethyl)phenyl]methyl}-5-methoxy-2,2-dimethyl-2,3-dihydro-4H-chromen-4-one). As a reaction SMILES: [CH:1]1([C:6]2[CH:15]=[C:14]3[C:9]([C:10](=[O:18])[CH2:11][C:12]([CH3:17])([CH3:16])[O:13]3)=[C:8]([O:19][CH3:20])[C:7]=2[CH:21]=[O:22])[CH2:5][CH2:4][CH2:3][CH2:2]1.Br[Mg][C:25]1[CH:30]=[CH:29][C:28]([C:31]([F:34])([F:33])[F:32])=[CH:27][CH:26]=1.C(=O)(O)[O-].[Na+]>O1CCCC1>[CH:1]1([C:6]2[CH:15]=[C:14]3[C:9]([C:10](=[O:18])[CH2:11][C:12]([CH3:17])([CH3:16])[O:13]3)=[C:8]([O:19][CH3:20])[C:7]=2[CH:21]([OH:22])[C:25]2[CH:30]=[CH:29][C:28]([C:31]([F:34])([F:33])[F:32])=[CH:27][CH:26]=2)[CH2:2][CH2:3][CH2:4][CH2:5]1 |f:2.3|. Procedure details: Under argon, 3.7 g (12.24 mmol) of 7-cyclopentyl-5-methoxy-2,2-dimethyl-4-oxochroman-6-carbaldehyde (Example 6A) are suspended in 150 ml of tetrahydrofuran and cooled to −78° C. 29.4 ml (14.68 mmol) of a freshly prepared 0.5 M solution of bromo[4-(trifluoro-methyl)phenyl]magnesium in tetrahydrofuran are added slowly. The mixture is then warmed to −20° C. and stirred at this temperature for 30 min. At −20° C., another 12.3 ml (6.15 mmol) of the above Grignard solution are added, and the mixture i... The yield is 74.5%. As a reaction SMILES: C[O:2][C:3]1[CH:18]=[CH:17][C:6]([CH2:7][C:8]2[CH:13]=[CH:12][C:11]([O:14]C)=[CH:10][C:9]=2[CH3:16])=[C:5]([CH3:19])[C:4]=1[CH:20]([CH3:22])[CH3:21].B(Br)(Br)Br>C(Cl)Cl>[OH:2][C:3]1[CH:18]=[CH:17][C:6]([CH2:7][C:8]2[CH:13]=[CH:12][C:11]([OH:14])=[CH:10][C:9]=2[CH3:16])=[C:5]([CH3:19])[C:4]=1[CH:20]([CH3:22])[CH3:21]. The solvent is C(Cl)Cl (CH2Cl2), C(Cl)Cl (CH2Cl2). Reported procedure: To a stirring solution of 4-(4′-methoxy-2′-methyl-3′-iso-propylbenzyl)-3-methyl-anisole (0.8 g, 2.68 mmol) in CH2Cl2 (10 mL) at −20° C. was added BBr3 (10.7 mL, 1M in CH2Cl2). The reaction mixture was stirred at room temperature for 16 hrs. It was added ice and diluted with CH2Cl2. The organic layer was dried over Na2SO4, filtered and concentrated under reduced pressure. The crude product was purified by column chromatography on silica gel, eluting with ethyl acetate/hexanes (1:1) to afford 4-(4... Starting materials: COC1=C(C(=C(CC2=C(C=C(C=C2)OC)C)C=C1)C)C(C)C (4-(4′-methoxy-2′-methyl-3′-iso-propylbenzyl)-3-methyl-anisole), B(Br)(Br)Br (BBr3). Run at time 16 hour. Yields the product OC1=C(C(=C(CC2=C(C=C(C=C2)O)C)C=C1)C)C(C)C (4-(4′-hydroxy-2′-methyl-3′-iso-propylbenzyl)-3-methylphenol). The reactants are C(=O)(O)CCCCCOC1=C(C=CC(=C1)C)N(C(C1=CC(=C(C=C1)NC(=O)C1=CC=CC=2NC(=NC21)CNC(=O)OC(C)(C)C)OC)=O)C (N-[2-(5-carboxypent-1-yloxy)-4-methylphenyl]-3-methoxy-N-methyl-4-[2-(tert-butoxycarbonylamino)methyl-1H-benzimidazol-4-yl]carbonylaminobenzamide), C(C)(C)(C)OC(=O)N1CCNCC1 (4-(tert-butoxycarbonyl)piperazine), Cl.CN(CCCN=C=NCC)C (1-(3-dimethylaminopropyl)-3-ethylcarbodiimide hydrochloride), ON1N=NC2=C1C=CC=C2 (1-hydroxybenztriazol). The solvent is CN(C=O)C (N,N-dimethylformamide), C(C)(=O)OCC (ethyl acetate). Run at time 8 hour. Product: COC=1C=C(C(=O)N(C2=C(C=C(C=C2)C)OCCCCCC(=O)N2CCN(CC2)C(=O)OC(C)(C)C)C)C=CC1NC(=O)C1=CC=CC=2NC(=NC21)CNC(=O)OC(C)(C)C (3-methoxy-N-methyl-N-[4-methyl-2-[5-(4-tert-butoxycarbonylpiperazin-1-yl)carbonylpent-1-yloxy]phenyl]-4-[2-(tert-butoxycarbonyl)aminomethyl-1H-benzimidazol-4-yl]carbonylaminobenzamide). The yield is 100.0%. Reaction SMILES: [C:1]([CH2:4][CH2:5][CH2:6][CH2:7][CH2:8][O:9][C:10]1[CH:15]=[C:14]([CH3:16])[CH:13]=[CH:12][C:11]=1[N:17]([CH3:49])[C:18](=[O:48])[C:19]1[CH:24]=[CH:23][C:22]([NH:25][C:26]([C:28]2[C:36]3[N:35]=[C:34]([CH2:37][NH:38][C:39]([O:41][C:42]([CH3:45])([CH3:44])[CH3:43])=[O:40])[NH:33][C:32]=3[CH:31]=[CH:30][CH:29]=2)=[O:27])=[C:21]([O:46][CH3:47])[CH:20]=1)(O)=[O:2].[C:50]([O:54][C:55]([N:57]1[CH2:62][CH2:61][NH:60][CH2:59][CH2:58]1)=[O:56])([CH3:53])([CH3:52])[CH3:51].Cl.CN(C)CCCN=C=NCC.ON1C2C=CC=CC=2N=N1>CN(C)C=O.C(OCC)(=O)C>[CH3:47][O:46][C:21]1[CH:20]=[C:19]([CH:24]=[CH:23][C:22]=1[NH:25][C:26]([C:28]1[C:36]2[N:35]=[C:34]([CH2:37][NH:38][C:39]([O:41][C:42]([CH3:45])([CH3:44])[CH3:43])=[O:40])[NH:33][C:32]=2[CH:31]=[CH:30][CH:29]=1)=[O:27])[C:18]([N:17]([CH3:49])[C:11]1[CH:12]=[CH:13][C:14]([CH3:16])=[CH:15][C:10]=1[O:9][CH2:8][CH2:7][CH2:6][CH2:5][CH2:4][C:1]([N:60]1[CH2:61][CH2:62][N:57]([C:55]([O:54][C:50]([CH3:53])([CH3:51])[CH3:52])=[O:56])[CH2:58][CH2:59]1)=[O:2])=[O:48] |f:2.3|. Procedure: A mixture of N-[2-(5-carboxypent-1-yloxy)-4-methylphenyl]-3-methoxy-N-methyl-4-[2-(tert-butoxycarbonylamino)methyl-1H-benzimidazol-4-yl]carbonylaminobenzamide (200 mg), 4-(tert-butoxycarbonyl)piperazine (66.3 mg), 1-(3-dimethylaminopropyl)-3-ethylcarbodiimide hydrochloride (68.3 mg) and 1-hydroxybenztriazol (48.1 mg) in N,N-dimethylformamide (5 ml) was stirred at ambient temperature overnight and the mixture was diluted with ethyl acetate. The solution was washed successively with saturated aque... Starting materials: NC1=C(C(=O)O)C=CC(=C1)OC (2-amino-4-methoxybenzoic acid), CN (methylamine), C[C@@H]1CN(CCC1)CCCOC1=CC=C(C=O)C=C1 (4-{3-[(3S)-3-methylpiperidin-1-yl]propoxy} benzaldehyde). Yields the product COC1=CC=C2C(N(C(=NC2=C1)C1=CC=C(C=C1)OCCCN1C[C@H](CCC1)C)C)=O (7-Methoxy-3-methyl-2-[4-(3-[(3S)-3-methylpiperidin-1-yl]propoxy)phenyl]quinazolin-4(3H)-one). RXN SMILES: [NH2:1][C:2]1[CH:10]=[C:9]([O:11][CH3:12])[CH:8]=[CH:7][C:3]=1[C:4]([OH:6])=O.[CH3:13][NH2:14].[CH3:15][C@H:16]1[CH2:21][CH2:20][CH2:19][N:18]([CH2:22][CH2:23][CH2:24][O:25][C:26]2[CH:33]=[CH:32][C:29]([CH:30]=O)=[CH:28][CH:27]=2)[CH2:17]1>>[CH3:12][O:11][C:9]1[CH:10]=[C:2]2[C:3]([C:4](=[O:6])[N:14]([CH3:13])[C:30]([C:29]3[CH:32]=[CH:33][C:26]([O:25][CH2:24][CH2:23][CH2:22][N:18]4[CH2:19][CH2:20][CH2:21][C@H:16]([CH3:15])[CH2:17]4)=[CH:27][CH:28]=3)=[N:1]2)=[CH:7][CH:8]=1. Procedure: The entitled compound was obtained according to the method of Example 15 but starting from 2-amino-4-methoxybenzoic acid, methylamine and 4-{3-[(3S)-3-methylpiperidin-1-yl]propoxy} benzaldehyde. Yields the product C(C)OC(=O)N1CCN(CC1)C([C@H](CC(=O)OC(C)(C)C)NC(=O)OCC1=CC=CC=C1)=O (4-((S)-2-Benzyloxycarbonylamino-3-tert-butoxycarbonyl-propionyl)-piperazine-1-carboxylic acid ethyl ester). Starting materials: C(O)([O-])=O.[Na+] (sodium hydrogen carbonate), C(C)(C)(C)OC(C[C@@H](C(=O)O)NC(=O)OCC1=CC=CC=C1)=O ((S)-2-Benzyloxycarbonylamino-succinic acid 4-tert-butyl ester), [B-](F)(F)(F)F.CCOC(=O)C(=NOC(=[N+](C)C)N(C)C)C#N (TOTU), C(C)OC(=O)N1CCNCC1 (Piperazine-1-carboxylic acid ethyl ester). Procedure: To a solution of 25 g of (S)-2-Benzyloxycarbonylamino-succinic acid 4-tert-butyl ester, 35.6 g of NEM and 25.3 g of TOTU in 125 ml of DMF, 12.9 g of Piperazine-1-carboxylic acid ethyl ester was added at RT and stirred for 3 h. The reaction mixture was diluted saturated aqueous sodium hydrogen carbonate solution and extracted with 400 ml of ethyl acetate. The organic phase was washed with diluted saturated aqueous sodium hydrogen carbonate solution and dried over MgSO4 and the solvents were remov... Reaction conditions: time 3 hour. Solvent: CN(C)C=O (DMF). RXN SMILES: [C:1]([O:5][C:6](=[O:23])[CH2:7][C@H:8]([NH:12][C:13]([O:15][CH2:16][C:17]1[CH:22]=[CH:21][CH:20]=[CH:19][CH:18]=1)=[O:14])[C:9]([OH:11])=O)([CH3:4])([CH3:3])[CH3:2].[B-](F)(F)(F)F.CCOC(C(C#N)=NOC(N(C)C)=[N+](C)C)=O.[CH2:46]([O:48][C:49]([N:51]1[CH2:56][CH2:55][NH:54][CH2:53][CH2:52]1)=[O:50])[CH3:47].C(=O)([O-])O.[Na+]>CN(C=O)C>[CH2:46]([O:48][C:49]([N:51]1[CH2:52][CH2:53][N:54]([C:9](=[O:11])[C@@H:8]([NH:12][C:13]([O:15][CH2:16][C:17]2[CH:22]=[CH:21][CH:20]=[CH:19][CH:18]=2)=[O:14])[CH2:7][C:6]([O:5][C:1]([CH3:2])([CH3:3])[CH3:4])=[O:23])[CH2:55][CH2:56]1)=[O:50])[CH3:47] |f:1.2,4.5|. Reactants: OC1=C(C=CC=C1OC1=CC=C(C=C1)Cl)CC(=O)O (2-[2-Hydroxy-3-(4-chlorophenoxy)phenyl]acetic acid). The solvent is C(C)(=O)OC(C)=O (acetic anhydride). Product: ClC1=CC=C(OC2=CC=CC=3CC(OC32)=O)C=C1 (7-(4-chlorophenoxy)-2,3-dihydrobenzofuran-2-one). RXN SMILES: O[C:2]1[C:7]([O:8][C:9]2[CH:14]=[CH:13][C:12]([Cl:15])=[CH:11][CH:10]=2)=[CH:6][CH:5]=[CH:4][C:3]=1[CH2:16][C:17]([OH:19])=[O:18]>C(OC(=O)C)(=O)C>[Cl:15][C:12]1[CH:11]=[CH:10][C:9]([O:8][C:7]2[C:2]3[O:19][C:17](=[O:18])[CH2:16][C:3]=3[CH:4]=[CH:5][CH:6]=2)=[CH:14][CH:13]=1. Reported procedure: 2-[2-Hydroxy-3-(4-chlorophenoxy)phenyl]acetic acid (2 g) was dissolved in acetic anhydride (10 ml) under warming, and the reaction mixture was evaporated. The resultant crystals were recrystallized from an aqueous ethanol to give 7-(4-chlorophenoxy)-2,3-dihydrobenzofuran-2-one, mp 100°-102° C. Starting materials: Cc1c2n(c3ccccc13)C(=O)CCC2, Cc1ncccc1C=O, CCCCCC, CC(C)NC(C)C, [Li]CCCC, C1CCOC1, O, O=C(O)C(=O)O. Product: Cc1ncccc1C(O)C1CCc2c(C)c3ccccc3n2C1=O. Reaction SMILES: [CH3:13][c:14]1[c:15]2[n:16]([c:17]3[cH:18][cH:19][cH:20][cH:21][c:22]13)[C:23](=[O:27])[CH2:24][CH2:25][CH2:26]2.[CH3:28][c:29]1[n:30][cH:31][cH:32][cH:33][c:34]1[CH:35]=[O:36].[CH3:48][CH2:49][CH2:50][CH2:51][CH2:52][CH3:53].[CH:1]([NH:2][CH:3]([CH3:4])[CH3:5])([CH3:6])[CH3:7].[Li:8][CH2:9][CH2:10][CH2:11][CH3:12].[O:43]1[CH2:44][CH2:45][CH2:46][CH2:47]1.[OH2:54].[OH:37][C:38]([C:39](=[O:40])[OH:41])=[O:42]>>[CH3:13][c:14]1[c:15]2[n:16]([c:17]3[cH:18][cH:19][cH:20][cH:21][c:22]13)[C:23](=[O:27])[CH:24]([CH:35]([c:34]1[c:29]([CH3:28])[n:30][cH:31][cH:32][cH:33]1)[OH:36])[CH2:25][CH2:26]2.